This data is from the Open Reaction Database (ORD), a public repository of structured organic reaction records. The task is: describe an organic reaction: reactants, conditions, products, and yield The reactants are COC(=O)C=1C(OC2=C(C=CC=C2C1O)Cl)=O (8-chloro-4-hydroxy-2-oxo-2H-chromene-3-carboxylic acid methyl ester), [Na+].NCC(=O)[O-] (glycine sodium salt). Run in COCCO (2-methoxyethanol). Product: ClC=1C=CC=C2C(=C(C(OC12)=O)C(=O)NCC(=O)O)O ([(8-Chloro-4-hydroxy-2-oxo-2H-chromene-3-carbonyl)-amino]-acetic acid). The yield is 76.9%. RXN SMILES: CO[C:3]([C:5]1[C:6](=[O:17])[O:7][C:8]2[C:13]([C:14]=1[OH:15])=[CH:12][CH:11]=[CH:10][C:9]=2[Cl:16])=[O:4].[Na+].[NH2:19][CH2:20][C:21]([O-:23])=[O:22]>COCCO>[Cl:16][C:9]1[CH:10]=[CH:11][CH:12]=[C:13]2[C:8]=1[O:7][C:6](=[O:17])[C:5]([C:3]([NH:19][CH2:20][C:21]([OH:23])=[O:22])=[O:4])=[C:14]2[OH:15] |f:1.2|. Procedure details: A mixture of 8-chloro-4-hydroxy-2-oxo-2H-chromene-3-carboxylic acid methyl ester (150 mg, 0.59 mmol) and glycine sodium salt (286 mg, 2.95 mmol) in 2-methoxyethanol (6 mL) was heated to reflux overnight. Reaction mixture was concentrated and dissolved in water (25 mL). The solution was acidified by 1 N aq HCl to pH=2-3 and extracted with EtOAc. Organic layer was washed with water, brine, dried over MgSO4, filtered and concentrated to give the title compound (135 mg). MS ESI(−) m/e: 296 (M−1). Reactants: C=C(C)CBr, COC(=O)c1ccc(Br)c(O)c1, O=C([O-])[O-], CC(C)=O, [K+], [K+]. Product: C=C(C)COc1cc(C(=O)OC)ccc1Br. As a reaction SMILES: [Br:19][CH2:20][C:21](=[CH2:22])[CH3:23].[Br:1][c:2]1[c:3]([OH:12])[cH:4][c:5]([C:6](=[O:7])[O:8][CH3:9])[cH:10][cH:11]1.[C:13](=[O:14])([O-:15])[O-:16].[CH3:24][C:25](=[O:26])[CH3:27].[K+:17].[K+:18]>>[Br:1][c:2]1[c:3]([O:12][CH2:22][C:21](=[CH2:20])[CH3:23])[cH:4][c:5]([C:6](=[O:7])[O:8][CH3:9])[cH:10][cH:11]1. Reactants: O=C([O-])[O-], CC(=O)OC(C)C, CCI, CN(C)C=O, [Cs+], [Cs+], O, CC(CC(Cc1ccc(-c2ccccc2)cc1)NC(=O)OC(C)(C)C)C(=O)O. Product: CCOC(=O)C(C)CC(Cc1ccc(-c2ccccc2)cc1)NC(=O)OC(C)(C)C. Reaction SMILES: [C:29](=[O:30])([O-:31])[O-:32].[C:38]([O:39][CH:40]([CH3:41])[CH3:42])(=[O:43])[CH3:44].[CH2:35]([CH3:36])[I:37].[CH3:46][N:47]([CH3:48])[CH:49]=[O:50].[Cs+:33].[Cs+:34].[OH2:45].[c:1]1(-[c:23]2[cH:24][cH:25][cH:26][cH:27][cH:28]2)[cH:2][cH:3][c:4]([CH2:7][CH:8]([CH2:9][CH:10]([C:11](=[O:12])[OH:13])[CH3:14])[NH:15][C:16](=[O:17])[O:18][C:19]([CH3:20])([CH3:21])[CH3:22])[cH:5][cH:6]1>>[c:1]1(-[c:23]2[cH:24][cH:25][cH:26][cH:27][cH:28]2)[cH:2][cH:3][c:4]([CH2:7][CH:8]([CH2:9][CH:10]([C:11]([O:12][CH2:35][CH3:36])=[O:13])[CH3:14])[NH:15][C:16](=[O:17])[O:18][C:19]([CH3:20])([CH3:21])[CH3:22])[cH:5][cH:6]1. Starting materials: CC1(C(OC2=C1C=C(C=C2)O)N2CCCCC2)C (2,3-dihydro-3,3-dimethyl-5-hydroxy-2-piperidino-benzofuran), CS(=O)(=O)Cl (methanesulphonyl chloride), O (water). Solvent: N1=CC=CC=C1 (pyridine). Run at temperature 10 celsius, time 5 hour. The product is CS(=O)(=O)OC=1C=CC2=C(C(C(O2)N2CCCCC2)(C)C)C1 (2,3-dihydro-3,3-dimethyl-2-piperidinobenzofuran-5-yl methanesulphonate). Yield: 78.0%. RXN SMILES: [CH3:1][C:2]1([CH3:18])[C:6]2[CH:7]=[C:8]([OH:11])[CH:9]=[CH:10][C:5]=2[O:4][CH:3]1[N:12]1[CH2:17][CH2:16][CH2:15][CH2:14][CH2:13]1.[CH3:19][S:20](Cl)(=[O:22])=[O:21].O>N1C=CC=CC=1>[CH3:19][S:20]([O:11][C:8]1[CH:9]=[CH:10][C:5]2[O:4][CH:3]([N:12]3[CH2:17][CH2:16][CH2:15][CH2:14][CH2:13]3)[C:2]([CH3:18])([CH3:1])[C:6]=2[CH:7]=1)(=[O:22])=[O:21]. Procedure details: To a stirred solution of 2,3-dihydro-3,3-dimethyl-5-hydroxy-2-piperidino-benzofuran (640 parts) in dry pyridine (1000 parts) at 5°-10° C. was added methanesulphonyl chloride (370 parts) over 1 hour. The mixture was stirred for a further 5 hours at about 10° C., then poured into water. The precipitated gum was washed with water (3×200 parts) by decantation, then triturated with ethanol (500 parts) when it set to a crystalline mass which was broken up, filtered, and the residue of crude ester was ... Starting materials: C1CCOC1, COc1cc2nccc(Oc3ccc(CC(=O)Nc4nc(C)cs4)cc3)c2cc1OC, CN([SiH](C)C)[Si](C)(C)C, COS(=O)(=O)OC, [Li], CN(C)C=O. Product: COc1cc2nccc(Oc3ccc(CC(=O)N(C)c4nc(C)cs4)cc3)c2cc1OC. Reaction SMILES: [CH2:49]1[O:50][CH2:51][CH2:52][CH2:53]1.[CH3:11][c:12]1[n:13][c:14]([NH:17][C:18]([CH2:19][c:20]2[cH:21][cH:22][c:23]([O:26][c:27]3[cH:28][cH:29][n:30][c:31]4[cH:32][c:33]([O:39][CH3:40])[c:34]([O:37][CH3:38])[cH:35][c:36]34)[cH:24][cH:25]2)=[O:41])[s:15][cH:16]1.[CH3:1][SiH:2]([CH3:3])[N:4]([CH3:5])[Si:6]([CH3:7])([CH3:8])[CH3:9].[CH3:42][O:43][S:44]([O:45][CH3:46])(=[O:47])=[O:48].[Li:10].[O:54]=[CH:55][N:56]([CH3:57])[CH3:58]>>[CH3:1][N:17]([c:14]1[n:13][c:12]([CH3:11])[cH:16][s:15]1)[C:18]([CH2:19][c:20]1[cH:21][cH:22][c:23]([O:26][c:27]2[cH:28][cH:29][n:30][c:31]3[cH:32][c:33]([O:39][CH3:40])[c:34]([O:37][CH3:38])[cH:35][c:36]23)[cH:24][cH:25]1)=[O:41].